Dataset: the Open Reaction Database (ORD), a public repository of structured organic reaction records. Task: describe an organic reaction: reactants, conditions, products, and yield Starting materials: O=Cc1c(Br)cncc1Br, CCOC(=O)CP(=O)(OCC)OCC, CC[O-], CCO, [Na+], [Na+], O=C([O-])O. Product: CCOC(=O)C=Cc1c(Br)cncc1Br. RXN SMILES: [Br:1][c:2]1[cH:3][n:4][cH:5][c:6]([Br:10])[c:7]1[CH:8]=[O:9].[CH3:11][CH2:12][O:13][C:14](=[O:15])[CH2:16][P:17]([O:18][CH2:19][CH3:20])([O:21][CH2:22][CH3:23])=[O:24].[CH3:26][CH2:27][O-:28].[CH3:34][CH2:35][OH:36].[Na+:25].[Na+:33].[O-:29][C:30]([OH:31])=[O:32]>>[Br:1][c:2]1[cH:3][n:4][cH:5][c:6]([Br:10])[c:7]1[CH:8]=[CH:16][C:14]([O:13][CH2:12][CH3:11])=[O:15]. Starting materials: CC(C)C[Al+]CC(C)C, COc1ccc2c(c1)CCC1C2CCC2(C)CC(O)CC12, CCO, Cc1ccccc1, Cl, [H-]. Yields the product CC12CCC3c4ccc(O)cc4CCC3C1CC(O)C2. Reaction SMILES: [CH2:23]([Al+:24][CH2:25][CH:26]([CH3:27])[CH3:28])[CH:29]([CH3:30])[CH3:31].[CH3:1][O:2][c:3]1[cH:4][c:5]2[c:18]([cH:19][cH:20]1)[CH:17]1[CH:8]([CH2:7][CH2:6]2)[CH:9]2[CH2:10][CH:11]([OH:21])[CH2:12][C:13]2([CH3:14])[CH2:15][CH2:16]1.[CH3:32][CH2:33][OH:34].[CH3:36][c:37]1[cH:38][cH:39][cH:40][cH:41][cH:42]1.[ClH:35].[H-:22]>>[OH:2][c:3]1[cH:4][c:5]2[c:18]([cH:19][cH:20]1)[CH:17]1[CH:8]([CH2:7][CH2:6]2)[CH:9]2[CH2:10][CH:11]([OH:21])[CH2:12][C:13]2([CH3:14])[CH2:15][CH2:16]1. RXN SMILES: [CH2:39]1[O:40][CH2:41][CH2:42][O:43][CH2:44]1.[CH3:1][O:2][C:3]([c:4]1[c:5]([NH:10][C:11]([CH2:12][O:13][c:14]2[cH:15][cH:16][c:17]([C:20]34[CH2:21][CH:22]5[CH2:23][CH:24]([CH2:25][CH:26]([CH2:27]3)[CH2:28]5)[CH2:29]4)[cH:18][cH:19]2)=[O:30])[cH:6][cH:7][cH:8][cH:9]1)=[O:31].[CH3:33][CH2:34][O:35][C:36](=[O:37])[CH3:38].[ClH:32].[OH2:45]>>[O:2]=[C:3]([c:4]1[c:5]([NH:10][C:11]([CH2:12][O:13][c:14]2[cH:15][cH:16][c:17]([C:20]34[CH2:21][CH:22]5[CH2:23][CH:24]([CH2:25][CH:26]([CH2:27]3)[CH2:28]5)[CH2:29]4)[cH:18][cH:19]2)=[O:30])[cH:6][cH:7][cH:8][cH:9]1)[OH:31]. Starting materials: C1COCCO1, COC(=O)c1ccccc1NC(=O)COc1ccc(C23CC4CC(CC(C4)C2)C3)cc1, CCOC(C)=O, Cl, O. The product is O=C(COc1ccc(C23CC4CC(CC(C4)C2)C3)cc1)Nc1ccccc1C(=O)O. Reactants: O=C(O)c1cn(C2CC2)c2nc(Cl)c(F)cc2c1=O, CC(=O)NCC1CN(c2ccc(N3CCN(C4CCNC4)CC3)c(F)c2)C(=O)O1. The product is CC(=O)NCC1CN(c2ccc(N3CCN(C4CCN(c5nc6c(cc5F)c(=O)c(C(=O)O)cn6C5CC5)C4)CC3)c(F)c2)C(=O)O1. Reaction SMILES: [Cl:30][c:31]1[c:32]([F:48])[cH:33][c:34]2[c:35](=[O:47])[c:36]([C:44](=[O:45])[OH:46])[cH:37][n:38]([CH:41]3[CH2:42][CH2:43]3)[c:39]2[n:40]1.[F:1][c:2]1[cH:3][c:4]([N:19]2[C:20](=[O:29])[O:21][CH:22]([CH2:24][NH:25][C:26]([CH3:27])=[O:28])[CH2:23]2)[cH:5][cH:6][c:7]1[N:8]1[CH2:9][CH2:10][N:11]([CH:14]2[CH2:15][NH:16][CH2:17][CH2:18]2)[CH2:12][CH2:13]1>>[F:1][c:2]1[cH:3][c:4]([N:19]2[C:20](=[O:29])[O:21][CH:22]([CH2:24][NH:25][C:26]([CH3:27])=[O:28])[CH2:23]2)[cH:5][cH:6][c:7]1[N:8]1[CH2:9][CH2:10][N:11]([CH:14]2[CH2:15][N:16]([c:31]3[c:32]([F:48])[cH:33][c:34]4[c:35](=[O:47])[c:36]([C:44](=[O:45])[OH:46])[cH:37][n:38]([CH:41]5[CH2:42][CH2:43]5)[c:39]4[n:40]3)[CH2:17][CH2:18]2)[CH2:12][CH2:13]1. Reactants: Clc1ccnc2cc(CBr)ccc12, CC1CNC(=O)C(C)N1C(=O)OCc1ccccc1, C1CCOC1, CCOC(C)=O, [H-], [Na+], CN(C)C=O. Product: CC1CN(Cc2ccc3c(Cl)ccnc3c2)C(=O)C(C)N1C(=O)OCc1ccccc1. As a reaction SMILES: [Br:22][CH2:23][c:24]1[cH:25][cH:26][c:27]2[c:28]([Cl:34])[cH:29][cH:30][n:31][c:32]2[cH:33]1.[CH2:1]([c:2]1[cH:3][cH:4][cH:5][cH:6][cH:7]1)[O:8][C:9](=[O:10])[N:11]1[CH:12]([CH3:19])[C:13](=[O:18])[NH:14][CH2:15][CH:16]1[CH3:17].[CH2:41]1[O:42][CH2:43][CH2:44][CH2:45]1.[CH3:35][CH2:36][O:37][C:38](=[O:39])[CH3:40].[H-:20].[Na+:21].[O:46]=[CH:47][N:48]([CH3:49])[CH3:50]>>[CH2:1]([c:2]1[cH:3][cH:4][cH:5][cH:6][cH:7]1)[O:8][C:9](=[O:10])[N:11]1[CH:12]([CH3:19])[C:13](=[O:18])[N:14]([CH2:23][c:24]2[cH:25][cH:26][c:27]3[c:28]([Cl:34])[cH:29][cH:30][n:31][c:32]3[cH:33]2)[CH2:15][CH:16]1[CH3:17].